From a dataset of the Open Reaction Database (ORD), a public repository of structured organic reaction records. describe an organic reaction: reactants, conditions, products, and yield Procedure details: A mixture of 4-bromo-2-hydroxymethylbenzofuran (0.3 g) and manganese dioxide (0.75 g) in ethyl acetate (3 ml) was heated to reflux for 4 hours. Manganese dioxide was removed by filtration and washed with ethyl acetate. Ethyl acetate was removed under reduced pressure and the residue was purified by column chromatography on silica gel eluting with a mixture of hexane and ethyl acetate (5:1) to give 4-bromo-2-formylbenzofuran (0.24 g). Yields the product BrC1=CC=CC2=C1C=C(O2)C=O (4-bromo-2-formylbenzofuran). Isolated yield 80.7%. Starting materials: BrC1=CC=CC2=C1C=C(O2)CO (4-bromo-2-hydroxymethylbenzofuran). As a reaction SMILES: [Br:1][C:2]1[C:7]2[CH:8]=[C:9]([CH2:11][OH:12])[O:10][C:6]=2[CH:5]=[CH:4][CH:3]=1>C(OCC)(=O)C.[O-2].[O-2].[Mn+4]>[Br:1][C:2]1[C:7]2[CH:8]=[C:9]([CH:11]=[O:12])[O:10][C:6]=2[CH:5]=[CH:4][CH:3]=1 |f:2.3.4|. The reagents and catalysts are [O-2].[O-2].[Mn+4] (manganese dioxide). The solvent is C(C)(=O)OCC (ethyl acetate). Reactants: CCCn1cccc(Br)c1=O, O=C1N(c2ccc(OC(F)(F)F)cc2)CCC12CCNCC2. The product is CCCn1cccc(N2CCC3(CC2)CCN(c2ccc(OC(F)(F)F)cc2)C3=O)c1=O. RXN SMILES: [Br:23][c:24]1[c:25](=[O:33])[n:26]([CH2:30][CH2:31][CH3:32])[cH:27][cH:28][cH:29]1.[F:1][C:2]([O:3][c:4]1[cH:5][cH:6][c:7]([N:10]2[C:11](=[O:20])[C:12]3([CH2:13][CH2:14]2)[CH2:15][CH2:16][NH:17][CH2:18][CH2:19]3)[cH:8][cH:9]1)([F:21])[F:22]>>[F:1][C:2]([O:3][c:4]1[cH:5][cH:6][c:7]([N:10]2[C:11](=[O:20])[C:12]3([CH2:13][CH2:14]2)[CH2:15][CH2:16][N:17]([c:24]2[c:25](=[O:33])[n:26]([CH2:30][CH2:31][CH3:32])[cH:27][cH:28][cH:29]2)[CH2:18][CH2:19]3)[cH:8][cH:9]1)([F:21])[F:22]. Reactants: C=CCNC, ClCCl, O=Cc1cccc([N+](=O)[O-])c1. Yields the product C=CCN(C)Cc1cccc([N+](=O)[O-])c1. As a reaction SMILES: [CH3:12][NH:13][CH2:14][CH:15]=[CH2:16].[Cl:17][CH2:18][Cl:19].[N+:1](=[O:2])([O-:3])[c:4]1[cH:5][c:6]([CH:7]=[O:8])[cH:9][cH:10][cH:11]1>>[N+:1](=[O:2])([O-:3])[c:4]1[cH:5][c:6]([CH2:7][N:13]([CH3:12])[CH2:14][CH:15]=[CH2:16])[cH:9][cH:10][cH:11]1. Reactants: CC(=O)O, C1COCCO1, [Na+], [OH-], Cc1ccc(S(=O)(=O)n2ccc3c2ncc2nnc(C4CCC(Nc5ccccc5)C4)n23)cc1. The product is c1ccc(NC2CCC(c3nnc4cnc5[nH]ccc5n34)C2)cc1. RXN SMILES: [C:37]([OH:38])(=[O:39])[CH3:40].[CH2:41]1[O:42][CH2:43][CH2:44][O:45][CH2:46]1.[Na+:36].[OH-:35].[S:1]([c:2]1[cH:3][cH:4][c:5]([CH3:6])[cH:7][cH:8]1)(=[O:9])(=[O:10])[n:11]1[cH:12][cH:13][c:14]2[c:15]1[n:16][cH:17][c:18]1[n:19]2[c:20]([CH:23]2[CH2:24][CH:25]([NH:28][c:29]3[cH:30][cH:31][cH:32][cH:33][cH:34]3)[CH2:26][CH2:27]2)[n:21][n:22]1>>[nH:11]1[cH:12][cH:13][c:14]2[c:15]1[n:16][cH:17][c:18]1[n:19]2[c:20]([CH:23]2[CH2:24][CH:25]([NH:28][c:29]3[cH:30][cH:31][cH:32][cH:33][cH:34]3)[CH2:26][CH2:27]2)[n:21][n:22]1. The reactants are FC1=C(C(=CC=C1)F)N1C(C=CC2=C1N=C(N=C2C=2C=C(C=CC2C)NC(C2=CC(=C(C=C2)F)C)=O)S(=O)(=O)C)=O (N-{3-[8-(2,6-difluorophenyl)-2-(methylsulfonyl)-7-oxo-7,8-dihydropyrido[2,3-d]pyrimidin-4-yl]-4-methylphenyl}-4-fluoro-3-methylbenzamide), N1CCC(CC1)NC(OC(C)(C)C)=O (1,1-dimethylethyl 4-piperidinylcarbamate). Yields the product NC1CCN(CC1)C=1N=C(C2=C(N1)N(C(C=C2)=O)C2=C(C=CC=C2F)F)C=2C=C(C=CC2C)NC(C2=CC(=C(C=C2)F)C)=O (N-{3-[2-(4-amino-1-piperidinyl)-8-(2,6-difluorophenyl)-7-oxo-7,8-dihydropyrido[2,3-d]pyrimidin-4-yl]-4-methylphenyl}-4-fluoro-3-methylbenzamide). As a reaction SMILES: [F:1][C:2]1[CH:7]=[CH:6][CH:5]=[C:4]([F:8])[C:3]=1[N:9]1[C:14]2[N:15]=[C:16](S(C)(=O)=O)[N:17]=[C:18]([C:19]3[CH:20]=[C:21]([NH:26][C:27](=[O:36])[C:28]4[CH:33]=[CH:32][C:31]([F:34])=[C:30]([CH3:35])[CH:29]=4)[CH:22]=[CH:23][C:24]=3[CH3:25])[C:13]=2[CH:12]=[CH:11][C:10]1=[O:41].[NH:42]1[CH2:47][CH2:46][CH:45]([NH:48]C(=O)OC(C)(C)C)[CH2:44][CH2:43]1>>[NH2:48][CH:45]1[CH2:46][CH2:47][N:42]([C:16]2[N:17]=[C:18]([C:19]3[CH:20]=[C:21]([NH:26][C:27](=[O:36])[C:28]4[CH:33]=[CH:32][C:31]([F:34])=[C:30]([CH3:35])[CH:29]=4)[CH:22]=[CH:23][C:24]=3[CH3:25])[C:13]3[CH:12]=[CH:11][C:10](=[O:41])[N:9]([C:3]4[C:2]([F:1])=[CH:7][CH:6]=[CH:5][C:4]=4[F:8])[C:14]=3[N:15]=2)[CH2:43][CH2:44]1. Reported procedure: The title compound was prepared as described in Example 2 from N-{3-[8-(2,6-difluorophenyl)-2-(methylsulfonyl)-7-oxo-7,8-dihydropyrido[2,3-d]pyrimidin-4-yl]-4-methylphenyl}-4-fluoro-3-methylbenzamide and 1,1-dimethylethyl 4-piperidinylcarbamate: LC-MS m/z 599 (M+H)+, 1.99 min (ret time). Reactants: CCCC1(CCO)OCCO1, CS(C)=O, Cc1c(Cl)cc[n+]([O-])c1C, [H-], [Na+]. The product is CCCC1(CCOc2cc[n+]([O-])c(C)c2C)OCCO1. RXN SMILES: [CH2:1]([CH2:2][CH3:3])[C:4]1([CH2:9][CH2:10][OH:11])[O:5][CH2:6][CH2:7][O:8]1.[CH3:24][S:25]([CH3:26])=[O:27].[Cl:14][c:15]1[c:16]([CH3:23])[c:17]([CH3:22])[n+:18]([O-:21])[cH:19][cH:20]1.[H-:12].[Na+:13]>>[CH2:1]([CH2:2][CH3:3])[C:4]1([CH2:9][CH2:10][O:11][c:15]2[c:16]([CH3:23])[c:17]([CH3:22])[n+:18]([O-:21])[cH:19][cH:20]2)[O:5][CH2:6][CH2:7][O:8]1. The yield is 43.7%. Starting materials: C(C)(=O)OCC (ethyl acetate), COC(C1=C(C=CC=C1I)CBr)=O (2-bromomethyl-6-iodo-benzoic acid methyl ester), O(C1=CC=CC=C1)C1=CC=C(CN)C=C1 (4-phenoxy-benzylamine), C(=O)([O-])[O-].[K+].[K+] (K2CO3). The product is IC=1C=CC=C2CN(C(C12)=O)CC1=CC=C(C=C1)OC1=CC=CC=C1 (7-iodo-2-(4-phenoxy-benzyl)-2,3-dihydro-isoindol-1-one). The solvent is C1(=CC=CC=C1)C (toluene), CCCCCC (hexane). As a reaction SMILES: CO[C:3](=[O:13])[C:4]1[C:9]([I:10])=[CH:8][CH:7]=[CH:6][C:5]=1[CH2:11]Br.[O:14]([C:21]1[CH:28]=[CH:27][C:24]([CH2:25][NH2:26])=[CH:23][CH:22]=1)[C:15]1[CH:20]=[CH:19][CH:18]=[CH:17][CH:16]=1.C([O-])([O-])=O.[K+].[K+].C(OCC)(=O)C>C1(C)C=CC=CC=1.CCCCCC>[I:10][C:9]1[CH:8]=[CH:7][CH:6]=[C:5]2[C:4]=1[C:3](=[O:13])[N:26]([CH2:25][C:24]1[CH:27]=[CH:28][C:21]([O:14][C:15]3[CH:16]=[CH:17][CH:18]=[CH:19][CH:20]=3)=[CH:22][CH:23]=1)[CH2:11]2 |f:2.3.4|. Reaction conditions: temperature 100 celsius, time 2 hour. Procedure details: A mixture of 2-bromomethyl-6-iodo-benzoic acid methyl ester (0.200 g, 0.56 mmol), 4-phenoxy-benzylamine (0.7 mmol), and K2CO3 (0.166 g, 1.2 mmol) in toluene (5 mL) was heated with stirring at 100° C. for 2 h. Workup and silica gel column chromatography using 30% ethyl acetate in hexane afforded 7-iodo-2-(4-phenoxy-benzyl)-2,3-dihydro-isoindol-1-one (0.108 g, 44%). 1H NMR (300 MHz, CDCl3): δ (ppm) 4.19 (s, 2H), 4.75 (s, 2H), 6.94-7.40 (m, 1H), 7.92 (d, 1H). GC-MS: m/z 441 (M)+.